Dataset: the Open Reaction Database (ORD), a public repository of structured organic reaction records. Task: describe an organic reaction: reactants, conditions, products, and yield The reactants are FCC(=O)NC1=C(C(=O)NC2=C(C(=CC=C2)C)C)C=C(C=C1)[N+](=O)[O-] (N-(2-fluoroacetamido-5-nitrobenzoyl)-2,3-dimethylaniline), B(F)(F)F.CCOCC (boron trifluoride etherate). Solvent: C(C)(=O)O (acetic acid). Product: FCC1=NC2=CC=C(C=C2C(N1C1=C(C(=CC=C1)C)C)=O)[N+](=O)[O-] (2-fluoromethyl-3-(2,3-dimethylphenyl)-6-nitro-4(3H)-quinazolinone). Yield: 84.4%. Reaction SMILES: [F:1][CH2:2][C:3]([NH:5][C:6]1[CH:22]=[CH:21][C:20]([N+:23]([O-:25])=[O:24])=[CH:19][C:7]=1[C:8]([NH:10][C:11]1[CH:16]=[CH:15][CH:14]=[C:13]([CH3:17])[C:12]=1[CH3:18])=[O:9])=O.B(F)(F)F.CCOCC>C(O)(=O)C>[F:1][CH2:2][C:3]1[N:10]([C:11]2[CH:16]=[CH:15][CH:14]=[C:13]([CH3:17])[C:12]=2[CH3:18])[C:8](=[O:9])[C:7]2[C:6](=[CH:22][CH:21]=[C:20]([N+:23]([O-:25])=[O:24])[CH:19]=2)[N:5]=1 |f:1.2|. Procedure details: 3.5 g of N-(2-fluoroacetamido-5-nitrobenzoyl)-2,3-dimethylaniline, 3.0 g of boron trifluoride etherate and 30 ml of acetic acid are treated in the same manner as described in Example 1-(2), whereby 2.8 g of 2-fluoromethyl-3-(2,3-dimethylphenyl)-6-nitro-4(3H)-quinazolinone are obtained as yellow prisms. Reactants: [OH-].[Na+] (NaOH), [H-].[Al+3].[Li+].[H-].[H-].[H-] (Lithium aluminum hydride), solution, CC(C(C)C)(C1=NC=C(C=C1)OCC1=NC=CC=C1)C1=CC=C(C=C1)C1=CC(=NO1)C(=O)OCC (ethyl 5-(4-{1,2-dimethyl-1-[5-(pyridin-2-ylmethoxy)pyridin-2-yl]propyl}phenyl)isoxazole-3-carboxylate). Run in C1CCOC1 (THF), C(C)OCC (diethyl ether). Reaction conditions: time 10 minute. The product is CC(C(C)C)(C1=NC=C(C=C1)OCC1=NC=CC=C1)C1=CC=C(C=C1)C1=CC(=NO1)CO ([5-(4-{1,2-dimethyl-1-[5-(pyridin-2-ylmethoxy)pyridin-2-yl]propyl}phenyl)isoxazol-3-yl]methanol). Reaction SMILES: [H-].[Al+3].[Li+].[H-].[H-].[H-].[CH3:7][C:8]([C:26]1[CH:31]=[CH:30][C:29]([C:32]2[O:36][N:35]=[C:34]([C:37](OCC)=[O:38])[CH:33]=2)=[CH:28][CH:27]=1)([C:12]1[CH:17]=[CH:16][C:15]([O:18][CH2:19][C:20]2[CH:25]=[CH:24][CH:23]=[CH:22][N:21]=2)=[CH:14][N:13]=1)[CH:9]([CH3:11])[CH3:10].[OH-].[Na+]>C1COCC1.C(OCC)C>[CH3:7][C:8]([C:26]1[CH:27]=[CH:28][C:29]([C:32]2[O:36][N:35]=[C:34]([CH2:37][OH:38])[CH:33]=2)=[CH:30][CH:31]=1)([C:12]1[CH:17]=[CH:16][C:15]([O:18][CH2:19][C:20]2[CH:25]=[CH:24][CH:23]=[CH:22][N:21]=2)=[CH:14][N:13]=1)[CH:9]([CH3:11])[CH3:10] |f:0.1.2.3.4.5,7.8|. Procedure details: Lithium aluminum hydride (7.80 mL of a 1.0 M solution in THF, 7.80 mmol) was added to a stirred solution of 1c (2.46 g, 5.22 mmol) in diethyl ether (10.0 mL) at 0° C. After approximately 10 min, 1N NaOH was added to quench the reaction followed by dilution with EtOAc. The resulting mixture was dried (magnesium sulfate), filtered and concentrated in vacuo. The crude residue was purified by flash chromatography on silica gel (gradient elution; 0%-100% EtOAc/hexanes as eluent) to afford the title c... Starting materials: FC1(CC(CC1)C1=NSC(=C1CO)C(F)(F)F)F ([3-(3,3-difluorocyclopentyl)-5-(trifluoromethyl)-1,2-thiazol-4-yl]methanol), P(CCCC)(CCCC)CCCC (n-Bu3P), OC1=C(C(=C(C=C1)CCC(=O)OCC)C)C (ethyl 3-(4-hydroxy-2,3-dimethylphenyl)propanoate), C1CCN(CC1)C(=O)N=NC(=O)N2CCCCC2 (ADDP). Reaction conditions: temperature 60 celsius, time 8 hour. Product: FC1(CC(CC1)C1=NSC(=C1COC1=C(C(=C(C=C1)CCC(=O)OCC)C)C)C(F)(F)F)F (Ethyl 3-(4-[[3-(3,3-difluorocyclopentyl)-5-(trifluoromethyl)-1,2-thiazol-4-yl]methoxy]-2,3-dimethylphenyl)propanoate). As a reaction SMILES: [F:1][C:2]1([F:18])[CH2:6][CH2:5][CH:4]([C:7]2[C:11]([CH2:12][OH:13])=[C:10]([C:14]([F:17])([F:16])[F:15])[S:9][N:8]=2)[CH2:3]1.O[C:20]1[CH:25]=[CH:24][C:23]([CH2:26][CH2:27][C:28]([O:30][CH2:31][CH3:32])=[O:29])=[C:22]([CH3:33])[C:21]=1[CH3:34].C1CCN(C(N=NC(N2CCCCC2)=O)=O)CC1.P(CCCC)(CCCC)CCCC>>[F:18][C:2]1([F:1])[CH2:6][CH2:5][CH:4]([C:7]2[C:11]([CH2:12][O:13][C:20]3[CH:25]=[CH:24][C:23]([CH2:26][CH2:27][C:28]([O:30][CH2:31][CH3:32])=[O:29])=[C:22]([CH3:33])[C:21]=3[CH3:34])=[C:10]([C:14]([F:16])([F:17])[F:15])[S:9][N:8]=2)[CH2:3]1. Procedure: Into a 50-mL round-bottom flask purged and maintained with an inert atmosphere of nitrogen, was placed [3-(3,3-difluorocyclopentyl)-5-(trifluoromethyl)-1,2-thiazol-4-yl]methanol (50 mg, 0.17 mmol, 1.00 equiv), tol (3 mL), ethyl 3-(4-hydroxy-2,3-dimethylphenyl)propanoate (77 mg, 0.35 mmol, 1.99 equiv), ADDP (87 mg, 0.35 mmol, 2.00 equiv), n-Bu3P (70 mg, 0.35 mmol, 1.99 equiv). The resulting solution was stirred for overnight at 60° C. The resulting mixture was concentrated under vacuum. The resid... The reactants are [H-].[Na+] (Sodium hydride), ClC1=C(C=CC=C1)CC#N ((2-Chloro-phenyl)-acetonitrile), C(C)(C)(C)OC(N(CCCl)CCCl)=O (Bis-(2-chloro-ethyl)-carbamic acid tert-butyl ester). The solvent is CN(C)C=O (DMF), CN(C)C=O (DMF), CN(C)C=O (DMF). Reaction conditions: temperature 75 celsius, time 2 hour. Yields the product C(C)(C)(C)OC(=O)N1CCC(CC1)(C#N)C1=C(C=CC=C1)Cl (4-(2-Chloro-phenyl)-4-cyano-piperidine-1-carboxylic acid tert-butyl ester). The yield is 30.9%. RXN SMILES: [H-].[Na+].[Cl:3][C:4]1[CH:9]=[CH:8][CH:7]=[CH:6][C:5]=1[CH2:10][C:11]#[N:12].[C:13]([O:17][C:18](=[O:26])[N:19]([CH2:23][CH2:24]Cl)[CH2:20][CH2:21]Cl)([CH3:16])([CH3:15])[CH3:14]>CN(C=O)C>[C:13]([O:17][C:18]([N:19]1[CH2:23][CH2:24][C:10]([C:5]2[CH:6]=[CH:7][CH:8]=[CH:9][C:4]=2[Cl:3])([C:11]#[N:12])[CH2:21][CH2:20]1)=[O:26])([CH3:16])([CH3:15])[CH3:14] |f:0.1|. Procedure details: Sodium hydride (60% dispersion in mineral oil, 1.28 g, 45 mmol) was suspended in DMF (20 mL) and cooled in an ice bath under a nitrogen atmosphere. (2-Chloro-phenyl)-acetonitrile (1.77 g, 11.7 mmol) in DMF (5 mL) was added slowly, and the mixture stirred for 2 hours. Bis-(2-chloro-ethyl)-carbamic acid tert-butyl ester (3.3 g, 11.1 mmol) in DMF (5 mL) was then added and the mixture heated to 75° C. for 6 hours. The solvent was removed by evaporation under vacuum and the residue dissolved in ethyl... Reactants: CN1C=C[NH+](Cc2ccccc2)C1=S, O=C(CCl)COc1ccccc1. The product is CN1C=C[NH+](Cc2ccccc2)C1SCC(=O)COc1ccccc1, [Cl-]. RXN SMILES: [CH2:13]([c:14]1[cH:15][cH:16][cH:17][cH:18][cH:19]1)[NH+:20]1[C:21](=[S:26])[N:22]([CH3:25])[CH:23]=[CH:24]1.[Cl:1][CH2:2][C:3]([CH2:4][O:5][c:6]1[cH:7][cH:8][cH:9][cH:10][cH:11]1)=[O:12]>>[CH2:2]([C:3]([CH2:4][O:5][c:6]1[cH:7][cH:8][cH:9][cH:10][cH:11]1)=[O:12])[S:26][CH:21]1[NH+:20]([CH2:13][c:14]2[cH:15][cH:16][cH:17][cH:18][cH:19]2)[CH:24]=[CH:23][N:22]1[CH3:25].[Cl-:1]. Reactants: C, CO, Cl, [Pd], CCN(CC)S(=O)(=O)Nc1cc(C(O)CNCCOc2ccc3c(c2)[nH]c2ccccc23)ccc1OCc1ccccc1. The product is Cl, CCN(CC)S(=O)(=O)Nc1cc(C(O)CNCCOc2ccc3c(c2)[nH]c2ccccc23)ccc1O. RXN SMILES: [C:45].[CH3:47][OH:48].[ClH:44].[Pd:46].[cH:1]1[c:2]([O:14][CH2:15][CH2:16][NH:17][CH2:18][CH:19]([OH:20])[c:21]2[cH:22][cH:23][c:24]([O:36][CH2:37][c:38]3[cH:39][cH:40][cH:41][cH:42][cH:43]3)[c:25]([NH:27][S:28](=[O:29])(=[O:30])[N:31]([CH2:32][CH3:33])[CH2:34][CH3:35])[cH:26]2)[cH:3][cH:4][c:5]2[c:6]3[cH:7][cH:8][cH:9][cH:10][c:11]3[nH:12][c:13]12>>[ClH:44].[cH:1]1[c:2]([O:14][CH2:15][CH2:16][NH:17][CH2:18][CH:19]([OH:20])[c:21]2[cH:22][cH:23][c:24]([OH:36])[c:25]([NH:27][S:28](=[O:29])(=[O:30])[N:31]([CH2:32][CH3:33])[CH2:34][CH3:35])[cH:26]2)[cH:3][cH:4][c:5]2[c:6]3[cH:7][cH:8][cH:9][cH:10][c:11]3[nH:12][c:13]12.